Dataset: the Open Reaction Database (ORD), a public repository of structured organic reaction records. Task: describe an organic reaction: reactants, conditions, products, and yield The reactants are COc1ccc(CC(=O)N2CCC3(CC2)CN(C2CCc4cc(-c5ccc(C#N)cn5)ccc42)C3)nc1, CCO, NC(N)=O, [Na+], [OH-], O, OO. Yields the product COc1ccc(CC(=O)N2CCC3(CC2)CN(C2CCc4cc(-c5ccc(C(N)=O)cn5)ccc42)C3)nc1. Reaction SMILES: [CH3:10][O:11][c:12]1[cH:13][cH:14][c:15]([CH2:18][C:19](=[O:20])[N:21]2[CH2:22][CH2:23][C:24]3([CH2:25][N:26]([CH:28]4[CH2:29][CH2:30][c:31]5[cH:32][c:33](-[c:37]6[n:38][cH:39][c:40]([C:41]#[N:42])[cH:43][cH:44]6)[cH:34][cH:35][c:36]54)[CH2:27]3)[CH2:45][CH2:46]2)[n:16][cH:17]1.[CH3:47][CH2:48][OH:49].[NH2:4][C:5](=[O:6])[NH2:7].[Na+:9].[OH-:8].[OH2:1].[OH:2][OH:3]>>[C:5](=[O:6])([NH2:7])[c:40]1[cH:39][n:38][c:37](-[c:33]2[cH:32][c:31]3[c:36]([cH:35][cH:34]2)[CH:28]([N:26]2[CH2:25][C:24]4([CH2:23][CH2:22][N:21]([C:19]([CH2:18][c:15]5[cH:14][cH:13][c:12]([O:11][CH3:10])[cH:17][n:16]5)=[O:20])[CH2:46][CH2:45]4)[CH2:27]2)[CH2:29][CH2:30]3)[cH:44][cH:43]1. Starting materials: C(C)OC(=O)C1(OC1)CCCCCC1=CC=C(C=C1)Cl (2-[5-(4-chlorophenyl)pentyl]oxirane 2-carboxylic acid ethyl ester), [OH-].[Na+] (sodium hydroxide). Run in O1CCCC1 (tetrahydrofuran). Reaction conditions: time 1 hour. Product: ClC1=CC=C(C=C1)CCCCCC1(OC1)C(=O)[O-].[Na+] (Sodium 2-[5-(4-chlorophenyl)pentyl]oxirane-2-carboxylate). As a reaction SMILES: C([O:3][C:4]([C:6]1([CH2:9][CH2:10][CH2:11][CH2:12][CH2:13][C:14]2[CH:19]=[CH:18][C:17]([Cl:20])=[CH:16][CH:15]=2)[CH2:8][O:7]1)=[O:5])C.[OH-].[Na+:22]>O1CCCC1>[Cl:20][C:17]1[CH:16]=[CH:15][C:14]([CH2:13][CH2:12][CH2:11][CH2:10][CH2:9][C:6]2([C:4]([O-:5])=[O:3])[CH2:8][O:7]2)=[CH:19][CH:18]=1.[Na+:22] |f:1.2,4.5|. Procedure: A mixture of 8.05 g of 2-[5-(4-chlorophenyl)pentyl]oxirane 2-carboxylic acid ethyl ester, 27 ml of tetrahydrofuran and 27 ml of 1 N sodium hydroxide solution is stirred for about 1 hour until a clear solution has formed. The solution is concentrated and the colorless residue is recrystallized from ethanol/diethyl ether. 6.5 g of the title compound of m.p. 136° to 142° C. are obtained.